Dataset: the Open Reaction Database (ORD), a public repository of structured organic reaction records. Task: describe an organic reaction: reactants, conditions, products, and yield Reactants: CCN(CC)C(=O)N1CC2CCC(C1)N2C, CN1C2CCC1CNC2, CCOC(=O)Cl, Cl, Cl. The product is CCOC(=O)N1CC2CCC(C1)N2C. RXN SMILES: [CH2:18]([N:19]([CH2:20][CH3:21])[C:22]([N:23]1[CH2:24][CH:25]2[N:26]([CH3:27])[CH:28]([CH2:29][CH2:30]2)[CH2:31]1)=[O:32])[CH3:33].[CH3:3][N:4]1[CH:5]2[CH2:6][NH:7][CH2:8][CH:9]1[CH2:10][CH2:11]2.[Cl:12][C:13](=[O:14])[O:15][CH2:16][CH3:17].[ClH:1].[ClH:2]>>[CH3:3][N:4]1[CH:5]2[CH2:6][N:7]([C:13](=[O:14])[O:15][CH2:16][CH3:17])[CH2:8][CH:9]1[CH2:10][CH2:11]2. The reactants are IC1=C(C=CC=C1)N=C=O (2-iodophenyl isocyanate), NC1=C(C(=O)OCC)C=CC=C1 (ethyl 2-aminobenzoate). The solvent is C1CCOC1 (THF). Conditions: time 8 hour. The product is IC1=C(C=CC=C1)NC(NC1=C(C(=O)OCC)C=CC=C1)=O (ethyl 2-(2-iodophenylureido)benzoate). Isolated yield 78.3%. Reaction SMILES: [I:1][C:2]1[CH:7]=[CH:6][CH:5]=[CH:4][C:3]=1[N:8]=[C:9]=[O:10].[NH2:11][C:12]1[CH:22]=[CH:21][CH:20]=[CH:19][C:13]=1[C:14]([O:16][CH2:17][CH3:18])=[O:15]>C1COCC1>[I:1][C:2]1[CH:7]=[CH:6][CH:5]=[CH:4][C:3]=1[NH:8][C:9](=[O:10])[NH:11][C:12]1[CH:22]=[CH:21][CH:20]=[CH:19][C:13]=1[C:14]([O:16][CH2:17][CH3:18])=[O:15]. Procedure details: To a solution of 2-iodophenyl isocyanate (3.36 g, 13.7 mmol) in THF (250 mL) was added ethyl 2-aminobenzoate (5.1 mL, 34.5 mmol). The resulting mixture was stirred at room temperature for 8 hours, evaporated and chromatographed (silica gel, 10% EtOAc in hexanes) to give 4.4 g (78%) of ethyl 2-(2-iodophenylureido)benzoate as a white solid, mp 162°-164° C.